Dataset: the Open Reaction Database (ORD), a public repository of structured organic reaction records. Task: describe an organic reaction: reactants, conditions, products, and yield Starting materials: C(C)(C)(C)OC(N([C@H]1[C@@H](C1)C1=CC=C(C=C1)NC(C1=CC(=CC=C1)S(N)(=O)=O)=O)CC1CC1)=O (tert-Butyl(cyclopropylmethyl)(trans-2-{4-[(3-sulfamoylbenzoyl)amino]phenyl}cyclopropyl)carbamate), Cl.C(C)(=O)OCC (hydrochloric acid ethyl acetate). Run at time 8 hour. Yields the product Cl.C1(CC1)CN[C@H]1[C@@H](C1)C1=CC=C(C=C1)NC(C1=CC(=CC=C1)S(N)(=O)=O)=O (N-(4-{trans-2-[(cyclopropylmethyl)amino]cyclopropyl}phenyl)-3-sulfamoylbenzamide hydrochloride). As a reaction SMILES: C(OC(=O)[N:7]([CH2:30][CH:31]1[CH2:33][CH2:32]1)[C@@H:8]1[CH2:10][C@H:9]1[C:11]1[CH:16]=[CH:15][C:14]([NH:17][C:18](=[O:29])[C:19]2[CH:24]=[CH:23][CH:22]=[C:21]([S:25](=[O:28])(=[O:27])[NH2:26])[CH:20]=2)=[CH:13][CH:12]=1)(C)(C)C.[ClH:35].C(OCC)(=O)C>>[ClH:35].[CH:31]1([CH2:30][NH:7][C@@H:8]2[CH2:10][C@H:9]2[C:11]2[CH:12]=[CH:13][C:14]([NH:17][C:18](=[O:29])[C:19]3[CH:24]=[CH:23][CH:22]=[C:21]([S:25](=[O:27])(=[O:28])[NH2:26])[CH:20]=3)=[CH:15][CH:16]=2)[CH2:33][CH2:32]1 |f:1.2,3.4|. Procedure: tert-Butyl(cyclopropylmethyl)(trans-2-{4-[(3-sulfamoylbenzoyl)amino]phenyl}cyclopropyl)carbamate (125.0 mg) was dissolved in 4N hydrochloric acid/ethyl acetate solution (1.25 mL), and the mixture was stirred at room temperature overnight. The solvent was evaporated under reduced pressure. The residue was recrystallized from methanol/diisopropyl ether to give the title compound (69.5 mg). Starting materials: F[B-](F)(F)F, CC(C)(C)c1ccc(CNCCc2ccc(OC(F)F)cc2)cc1, CCN(C(C)C)C(C)C, CN(C)C=O, O, CN(C)C(On1nnc2ccccc21)=[N+](C)C, O=C(O)c1cccc2cc[nH]c12. The product is CC(C)(C)c1ccc(CN(CCc2ccc(OC(F)F)cc2)C(=O)c2cccc3cc[nH]c23)cc1. As a reaction SMILES: [B-:13]([F:14])([F:15])([F:16])[F:17].[C:44]([CH3:45])([CH3:46])([CH3:47])[c:48]1[cH:49][cH:50][c:51]([CH2:52][NH:53][CH2:54][CH2:55][c:56]2[cH:57][cH:58][c:59]([O:62][CH:63]([F:64])[F:65])[cH:60][cH:61]2)[cH:66][cH:67]1.[CH:35]([N:36]([CH2:37][CH3:38])[CH:39]([CH3:40])[CH3:41])([CH3:42])[CH3:43].[O:68]=[CH:69][N:70]([CH3:71])[CH3:72].[OH2:73].[n:18]1([O:19][C:20]([N:21]([CH3:22])[CH3:23])=[N+:24]([CH3:25])[CH3:26])[c:27]2[cH:28][cH:29][cH:30][cH:31][c:32]2[n:33][n:34]1.[nH:1]1[cH:2][cH:3][c:4]2[cH:5][cH:6][cH:7][c:8]([C:10](=[O:11])[OH:12])[c:9]12>>[nH:1]1[cH:2][cH:3][c:4]2[cH:5][cH:6][cH:7][c:8]([C:10](=[O:12])[N:53]([CH2:52][c:51]3[cH:50][cH:49][c:48]([C:44]([CH3:45])([CH3:46])[CH3:47])[cH:67][cH:66]3)[CH2:54][CH2:55][c:56]3[cH:57][cH:58][c:59]([O:62][CH:63]([F:64])[F:65])[cH:60][cH:61]3)[c:9]12.